This data is from the Open Reaction Database (ORD), a public repository of structured organic reaction records. The task is: describe an organic reaction: reactants, conditions, products, and yield The reactants are NC=1N(C=C(N1)C1=CC(=CC=C1)OC)N=CC1=CC=CC=C1 (2-amino-1-benzylideneamino-4-(3-methoxyphenyl)-imidazole), O.NN (hydrazine hydrate), O (water). Solvent: C(COCCO)O (diethylene glycol). Yields the product NN1C(=NC(=C1)C1=CC(=CC=C1)OC)N (1,2-Diamino-4-(3-methoxy-phenyl)-imidazole). As a reaction SMILES: [NH2:1][C:2]1[N:3]([N:15]=CC2C=CC=CC=2)[CH:4]=[C:5]([C:7]2[CH:12]=[CH:11][CH:10]=[C:9]([O:13][CH3:14])[CH:8]=2)[N:6]=1.O.NN.O>C(O)COCCO>[NH2:15][N:3]1[CH:4]=[C:5]([C:7]2[CH:12]=[CH:11][CH:10]=[C:9]([O:13][CH3:14])[CH:8]=2)[N:6]=[C:2]1[NH2:1] |f:1.2|. Reported procedure: A solution of 8.1 g of 2-amino-1-benzylideneamino-4-(3-methoxyphenyl)-imidazole and 5.5 ml of hydrazine hydrate in 28 ml of diethylene glycol is stirred at 170° C. for 7 hours. After cooling, 150 ml of water are added to the reaction mixture. The product that has separated out is filtered off with suction, washed with water and recrystallized from 100 ml of ethanol. In that manner there is obtained the title compound, m.p. 181°-182° C., 1H-NMR (DMSO): δ=7.17 (m, 3H); 7.06 (s, 1H); 6.64 (m, 1H); ... Starting materials: [N+](=O)([O-])C=1C=C(CCl)C=CC1 (m-nitro-benzyl chloride), C(CC)NCCC (dipropylamine), O (Water). Run in C1=CC=CC=C1 (benzene). Run at time 1.5 hour. The product is C(CC)N(CCC)CC1=CC(=CC=C1)[N+](=O)[O-] (N,N-Dipropyl-3-Nitro-Benzylamine). RXN SMILES: [N+:1]([C:4]1[CH:5]=[C:6]([CH:9]=[CH:10][CH:11]=1)[CH2:7]Cl)([O-:3])=[O:2].[CH2:12]([NH:15][CH2:16][CH2:17][CH3:18])[CH2:13][CH3:14].O>C1C=CC=CC=1>[CH2:12]([N:15]([CH2:7][C:6]1[CH:9]=[CH:10][CH:11]=[C:4]([N+:1]([O-:3])=[O:2])[CH:5]=1)[CH2:16][CH2:17][CH3:18])[CH2:13][CH3:14]. Reported procedure: To a solution of 5.13 g of m-nitro-benzyl chloride in 100 ml benzene at 10° C. was added in small portions 6.2 g of dipropylamine over a period of 15 minutes. The reaction mixture was stirred and allowed to come to room temperature for 1.5 hours, and was then refluxed for 4 hours. Water was added to the solution and the organic layer was separated and collected. The organic layer was washed with water (3×100 ml), dried (MgSO4) and stripped to leave a dark-red oil. The product (Compound No. 1) wa... Starting materials: solid, Cl (HCl), BrC=1NC2=CC(=CC=C2C1C1CCCCC1)C(=O)NS(=O)(=O)N(C)C (2-Bromo-3-cyclohexyl-N-[(dimethylamino)sulfonyl]-1H-indole-6-carboxamide), B(O)O (boronic acid), C1(CCCCC1)P(C1=C(C=CC=C1)C1=C(C=CC=C1OC)OC)C1CCCCC1 (2-dicyclohexylphosphino-2′,6′-dimethoxy-biphenyl), C([O-])([O-])=O.[K+].[K+] (potassium carbonate). The reagents and catalysts are C(C)(=O)[O-].[Pd+2].C(C)(=O)[O-] (palladium acetate). Solvent: hexanes, C(C)(=O)OCC (ethyl acetate), C(C)(=O)OCC (ethyl acetate), O (water), C1(=CC=CC=C1)C (toluene). The product is C1(CCCCC1)C1=C(NC2=CC(=CC=C12)C(=O)NS(N(C)C)(=O)=O)C1=C(C=C(C=C1)OC)C=O (3-cyclohexyl-N-(N,N-dimethylsulfamoyl)-2-(2-formyl-4-methoxyphenyl)-1H-indole-6-carboxamide). Reaction SMILES: Br[C:2]1[NH:3][C:4]2[C:9]([C:10]=1[CH:11]1[CH2:16][CH2:15][CH2:14][CH2:13][CH2:12]1)=[CH:8][CH:7]=[C:6]([C:17]([NH:19][S:20]([N:23]([CH3:25])[CH3:24])(=[O:22])=[O:21])=[O:18])[CH:5]=2.B(O)O.C1(P(C2CCCCC2)C2C=CC=CC=2[C:42]2[C:47]([O:48][CH3:49])=[CH:46][CH:45]=[CH:44][C:43]=2OC)CCCCC1.[C:58](=O)([O-])[O-:59].[K+].[K+].Cl>C1(C)C=CC=CC=1.C(OCC)(=O)C.O.C([O-])(=O)C.[Pd+2].C([O-])(=O)C>[CH:11]1([C:10]2[C:9]3[C:4](=[CH:5][C:6]([C:17]([NH:19][S:20](=[O:22])(=[O:21])[N:23]([CH3:25])[CH3:24])=[O:18])=[CH:7][CH:8]=3)[NH:3][C:2]=2[C:44]2[CH:45]=[CH:46][C:47]([O:48][CH3:49])=[CH:42][C:43]=2[CH:58]=[O:59])[CH2:12][CH2:13][CH2:14][CH2:15][CH2:16]1 |f:3.4.5,10.11.12|. Reported procedure: A mixture of the 2-Bromo-3-cyclohexyl-N-[(dimethylamino)sulfonyl]-1H-indole-6-carboxamide (4.28 g, 0.01 mol), boronic acid (2.7 g, 0.015 mol), 2-dicyclohexylphosphino-2′,6′-dimethoxy-biphenyl (41 mg, 0.0001 mol), palladium acetate (11.2 mg), and finely ground potassium carbonate (4.24 g, 0.02 mol) in toluene (30 mL) was stirred under reflux and under nitrogen for 30 min, at which time LC/MS analysis showed the reaction to be complete. The reaction mixture was then diluted with ethyl acetate and ... Reactants: CN(C)C=O (DMF), C(C)(C)(C)OC(=O)N1C(C=2N(CC1)C(=NC2I)CC)CCC2=CC=C(C=C2)C(F)(F)F (3-ethyl-1-iodo-8-[2-(4-trifluoromethyl-phenyl)-ethyl]-5,6-dihydro-8H-imidazo[1,5-a]pyrazine-7-carboxylic acid tert-butyl ester), O (Water), CC(OCC)=O (EA), 1-Methylmagnesium bromide. Run in C1CCOC1 (THF), C1CCOC1 (THF), C1CCOC1 (THF). Conditions: time 16 hour. The product is C(C)(C)(C)OC(=O)N1C(C=2N(CC1)C(=NC2C=O)CC)CCC2=CC=C(C=C2)C(F)(F)F (3-ethyl-1-formyl-8-[2-(4-trifluoromethyl-phenyl)-ethyl]-5,6-dihydro-8H-imidazo[1,5-a]pyrazine-7-carboxylic acid tert-butyl ester). Reaction SMILES: [C:1]([O:5][C:6]([N:8]1[CH2:13][CH2:12][N:11]2[C:14]([CH2:18][CH3:19])=[N:15][C:16](I)=[C:10]2[CH:9]1[CH2:20][CH2:21][C:22]1[CH:27]=[CH:26][C:25]([C:28]([F:31])([F:30])[F:29])=[CH:24][CH:23]=1)=[O:7])([CH3:4])([CH3:3])[CH3:2].CN([CH:35]=[O:36])C.O.CC(=O)OCC>C1COCC1>[C:1]([O:5][C:6]([N:8]1[CH2:13][CH2:12][N:11]2[C:14]([CH2:18][CH3:19])=[N:15][C:16]([CH:35]=[O:36])=[C:10]2[CH:9]1[CH2:20][CH2:21][C:22]1[CH:27]=[CH:26][C:25]([C:28]([F:31])([F:30])[F:29])=[CH:24][CH:23]=1)=[O:7])([CH3:4])([CH3:3])[CH3:2]. Reported procedure: A cooled (−30° C.) solution of 3-ethyl-1-iodo-8-[2-(4-trifluoromethyl-phenyl)-ethyl]-5,6-dihydro-8H-imidazo[1,5-a]pyrazine-7-carboxylic acid tert-butyl ester (1.000 g; 1.820 mmol) in anhydrous THF (10 ml) was treated dropwise with 1-Methylmagnesium bromide in THF (4.0 ml; 4.0 mmol), and the resulting suspension was then allowed to warm-up to rt in 10 min. After cooling to −35° C., a mixture of anhydrous DMF (2.0 ml; 25.831 mmol) and anhydrous THF (2 ml) was added dropwise, and the resulting mixt... Starting materials: CC1(C)OB(c2ccoc2)OC1(C)C, CC#N, O=C=NS(=O)(=O)Cl, O, c1ccoc1. Product: CC1(C)OB(c2coc(C(N)=O)c2)OC1(C)C. As a reaction SMILES: [CH3:1][C:2]1([CH3:14])[O:3][B:4]([c:9]2[cH:10][o:11][cH:12][cH:13]2)[O:5][C:6]1([CH3:7])[CH3:8].[CH3:28][C:29]#[N:30].[Cl:15][S:16](=[O:17])(=[O:18])[N:19]=[C:20]=[O:21].[OH2:27].[cH:22]1[cH:23][o:24][cH:25][cH:26]1>>[CH3:1][C:2]1([CH3:14])[O:3][B:4]([c:9]2[cH:10][o:11][c:12]([C:20]([NH2:19])=[O:21])[cH:13]2)[O:5][C:6]1([CH3:7])[CH3:8].